Dataset: the Open Reaction Database (ORD), a public repository of structured organic reaction records. Task: describe an organic reaction: reactants, conditions, products, and yield Reactants: Cl (hydrochloride), C([O-])([O-])=O.[Na+].[Na+] (sodium carbonate), Cl.Cl.CN1CCN(CC1)CCCl (1-methyl-4β chlorethylpiperazine dihydrochloride). Run in C(C)(C)O (isopropanol). Yields the product CN1CCN(CC1)CC (1-methyl-4β ethylpiperazine). Yield: 250.2%. As a reaction SMILES: Cl.C(=O)([O-])[O-].[Na+].[Na+].Cl.Cl.[CH3:10][N:11]1[CH2:16][CH2:15][N:14]([CH2:17][CH2:18]Cl)[CH2:13][CH2:12]1>C(O)(C)C>[CH3:10][N:11]1[CH2:16][CH2:15][N:14]([CH2:17][CH3:18])[CH2:13][CH2:12]1 |f:1.2.3,4.5.6|. Procedure details: A solution of 3.75 g of raubasinic acid hydrochloride in 100 ml of anhydrous isopropanol in the presence of 3.20 g of anhydrous sodium carbonate is heated under reflux with agitation and in nitrogen atmosphere with 2.35 g of 1-methyl-4β chlorethylpiperazine dihydrochloride. After 4 hours the mixture is treated as in Example 1. One obtains 3.2 g of 1-methyl-4β ethylpiperazine raubasinate hydrochloride. Starting materials: O (water), CCCCCC (hexane), CCCCCC (hexane). Yields the product CCCCCC.C(C)O (Hexane Ethanol). Yield: 90.0%. RXN SMILES: [OH2:1].[CH3:2][CH2:3][CH2:4][CH2:5][CH2:6][CH3:7]>>[CH3:2][CH2:3][CH2:4][CH2:5][CH2:6][CH3:7].[CH2:6]([OH:1])[CH3:7] |f:2.3|. Reported procedure: As a result, when a mixing ratio of hexane was 20% or less in the test, water remained in the removal of the solvent from the extract oil by a vacuum concentration whereby an emulsion was formed and, therefore, no yield was determined. However, when the mixing ratio of hexane was from 40 to 80%, the lipids were able to be recovered in a yield of 90% or higher. On the other hand, it was confirmed that purity of the phospholipid in the extract oil was almost constant in any mixing ratio of the sol... Reactants: Cl (HCl), O[C@@H]1C[C@H](NC1)C(=O)O (trans-4-hydroxy-L-proline), CCOCC (Ether). The solvent is CO (methanol). Run at time 8 hour. Yields the product Cl.COC([C@H]1NC[C@@H](C1)O)=O (trans-4-Hydroxy-L-proline Methyl Ester Hydrochloride). The yield is 93.0%. Reaction SMILES: [ClH:1].[OH:2][C@H:3]1[CH2:7][NH:6][C@H:5]([C:8]([OH:10])=[O:9])[CH2:4]1.[CH3:11]COCC>CO>[ClH:1].[CH3:11][O:9][C:8](=[O:10])[C@@H:5]1[CH2:4][C@@H:3]([OH:2])[CH2:7][NH:6]1 |f:4.5|. Reported procedure: Anhydrous HCl was bubbled through a stirred suspension of trans-4-hydroxy-L-proline (80 g, 0.61 mol) in 500 ml anhydrous methanol until the mixture was homogeneous. The reaction was heated to reflux for five hours, and the volume of the solvent then reduced by one half. Ether (100 ml) was added, and the mixture kept in a freezer overnight. The resulting precipitate was filtered, washed with ether and dried under reduced pressure to yield 111 g of present title product (93% yield). mp 170°-172° C... The reactants are CCCCCCCCCCCC(=O)Cl, CC(C)=O, Cl, NC(CCC(=O)NC(CCC(=O)O)C(=O)O)C(=O)O, [Na+], [OH-], O. Product: CCCCCCCCCCCC(=O)NC(CCC(=O)NC(CCC(=O)O)C(=O)O)C(=O)O. RXN SMILES: [C:24]([CH2:25][CH2:26][CH2:27][CH2:28][CH2:29][CH2:30][CH2:31][CH2:32][CH2:33][CH2:34][CH3:35])(=[O:36])[Cl:37].[CH3:20][C:21](=[O:22])[CH3:23].[ClH:38].[NH2:1][CH:2]([CH2:3][CH2:4][C:5](=[O:6])[NH:7][CH:8]([CH2:9][CH2:10][C:11](=[O:12])[OH:13])[C:14](=[O:15])[OH:16])[C:17](=[O:18])[OH:19].[Na+:41].[OH-:40].[OH2:39]>>[NH:1]([CH:2]([CH2:3][CH2:4][C:5](=[O:6])[NH:7][CH:8]([CH2:9][CH2:10][C:11](=[O:12])[OH:13])[C:14](=[O:15])[OH:16])[C:17](=[O:18])[OH:19])[C:24]([CH2:25][CH2:26][CH2:27][CH2:28][CH2:29][CH2:30][CH2:31][CH2:32][CH2:33][CH2:34][CH3:35])=[O:36].